This data is from the Open Reaction Database (ORD), a public repository of structured organic reaction records. The task is: describe an organic reaction: reactants, conditions, products, and yield Reaction SMILES: [CH3:16][S:17](=[O:18])(=[O:19])[Cl:20].[CH3:1][O:2][C:3]([C:4]([CH2:5][OH:6])([C:7](=[O:8])[O:9][C:10]([CH3:11])([CH3:12])[CH3:13])[NH2:14])=[O:15]>>[CH3:1][O:2][C:3]([C:4]([CH2:5][O:6][S:17]([CH3:16])(=[O:18])=[O:19])([C:7](=[O:8])[O:9][C:10]([CH3:11])([CH3:12])[CH3:13])[NH2:14])=[O:15]. Reactants: CS(=O)(=O)Cl, COC(=O)C(N)(CO)C(=O)OC(C)(C)C. The product is COC(=O)C(N)(COS(C)(=O)=O)C(=O)OC(C)(C)C. Starting materials: C(C)(C)N(C(C)C)CC (N,N-Diisopropylethylamine), C(C1=CC=CC=C1)N=C=O (benzylisocyanate), [Si](C)(C)(C(C)(C)C)OC1=C(C=CC(=C1)O[Si](C)(C)C(C)(C)C)[C@@H]1CC[C@H](CC1)O (trans-4-(2,4-bis{[tert-butyl(dimethyl)silyl]oxy}phenyl)cyclohexanol). The solvent is CN(C=O)C (dimethylformamide). Reaction conditions: time 16 hour. Product: C(C1=CC=CC=C1)NC(O[C@@H]1CC[C@H](CC1)C1=C(C=C(C=C1)O)O)=O (trans-4-(2,4-Dihydroxyphenyl)cyclohexyl benzylcarbamate). Isolated yield 13.0%. As a reaction SMILES: C(N(CC)C(C)C)(C)C.[CH2:10]([N:17]=[C:18]=[O:19])[C:11]1[CH:16]=[CH:15][CH:14]=[CH:13][CH:12]=1.[Si]([O:27][C:28]1[CH:33]=[C:32]([O:34][Si](C(C)(C)C)(C)C)[CH:31]=[CH:30][C:29]=1[C@H:42]1[CH2:47][CH2:46][C@H:45]([OH:48])[CH2:44][CH2:43]1)(C(C)(C)C)(C)C>CN(C)C=O>[CH2:10]([NH:17][C:18](=[O:19])[O:48][C@H:45]1[CH2:44][CH2:43][C@H:42]([C:29]2[CH:30]=[CH:31][C:32]([OH:34])=[CH:33][C:28]=2[OH:27])[CH2:47][CH2:46]1)[C:11]1[CH:16]=[CH:15][CH:14]=[CH:13][CH:12]=1. Procedure details: N,N-Diisopropylethylamine (398 μl) and benzylisocyanate (154 μl) was added to a stirred solution of trans-4-(2,4-bis{[tert-butyl(dimethyl)silyl]oxy}phenyl)cyclohexanol (200 mg) in anhydrous dimethylformamide (1 ml). After 16 hr at 50° C., the reaction mixture was partitioned between ethyl acetate (50 ml) and water (50 ml) and stirred for 16 hr at room temperature. The aqueous layer was extracted with ethyl acetate (2×50 ml). The combined organic extracts were washed with brine (50 ml), dried ove... Starting materials: B(OC)(OC)OC (trimethyl borate), Cl (HCl), BrC1=CC=C(N(C2=CC=C(C=C2)C)C2=CC=C(C=C2)C)C=C1 (4-bromo-N,N-di-p-tolylaniline), BrC1=CC=C(N(C2=CC=C(C=C2)C)C2=CC=C(C=C2)C)C=C1 (4-bromo-N,N-di-p-tolylaniline), [Li]CCCC (n-BuLi). Solvent: C1CCOC1 (THF). Conditions: temperature -78 celsius, time 1 hour. The product is C1(=CC=C(C=C1)N(C1=CC=C(C=C1)B(O)O)C1=CC=C(C=C1)C)C ((4-(di-p-tolylamino)phenyl)boronic acid). The yield is 56.0%. As a reaction SMILES: Br[C:2]1[CH:22]=[CH:21][C:5]([N:6]([C:14]2[CH:19]=[CH:18][C:17]([CH3:20])=[CH:16][CH:15]=2)[C:7]2[CH:12]=[CH:11][C:10]([CH3:13])=[CH:9][CH:8]=2)=[CH:4][CH:3]=1.[Li]CCCC.[B:28](OC)([O:31]C)[O:29]C.Cl>C1COCC1>[C:10]1([CH3:13])[CH:11]=[CH:12][C:7]([N:6]([C:14]2[CH:15]=[CH:16][C:17]([CH3:20])=[CH:18][CH:19]=2)[C:5]2[CH:4]=[CH:3][C:2]([B:28]([OH:31])[OH:29])=[CH:22][CH:21]=2)=[CH:8][CH:9]=1. Procedure details: To a solution of 4-bromo-N,N-di-p-tolylaniline (Compound 25) (12.55 g, 35.6 mmol) in anhydrous THF (100 mL), was added n-BuLi solution (16 mL, 2.5 M in hexanes) at −78° C. slowly. The resulting solution was stirred at −78° C. for about one hour. Then a freshly distilled trimethyl borate (B(OCH3)3) (5.6 mL) was added. The solution turned to yellow immediately, and was stirred at RT for about 2 hours. After addition of 1N HCl solution (150 mL), the whole was stirred at RT for about 18 hours and co... Starting materials: [OH-].[Na+] (NaOH), COC=1C=NC=CC1C1=CSC2=C1C(N(C=C2)CCC2=NC1=CC=CC=C1C=C2)=O (3-(3-methoxypyridin-4-yl)-5-[2-(quinolin-2-yl)ethyl]thieno[3,2-c]pyridin-4(5H)-one), B(Br)(Br)Br (BBr3), C(Cl)Cl (DCM), C(Cl)Cl (DCM). Conditions: time 2 hour. Yields the product Cl.OC=1C=NC=CC1C1=CSC2=C1C(N(C=C2)CCC2=NC1=CC=CC=C1C=C2)=O (3-(3-Hydroxypyridin-4-yl)-5-[2-(quinolin-2-yl)ethyl]thieno[3,2-c]pyridin-4(5H)-one hydrochloride). As a reaction SMILES: C[O:2][C:3]1[CH:4]=[N:5][CH:6]=[CH:7][C:8]=1[C:9]1[C:13]2[C:14](=[O:30])[N:15]([CH2:18][CH2:19][C:20]3[CH:29]=[CH:28][C:27]4[C:22](=[CH:23][CH:24]=[CH:25][CH:26]=4)[N:21]=3)[CH:16]=[CH:17][C:12]=2[S:11][CH:10]=1.B(Br)(Br)Br.[OH-].[Na+].C(Cl)[Cl:38]>>[ClH:38].[OH:2][C:3]1[CH:4]=[N:5][CH:6]=[CH:7][C:8]=1[C:9]1[C:13]2[C:14](=[O:30])[N:15]([CH2:18][CH2:19][C:20]3[CH:29]=[CH:28][C:27]4[C:22](=[CH:23][CH:24]=[CH:25][CH:26]=4)[N:21]=3)[CH:16]=[CH:17][C:12]=2[S:11][CH:10]=1 |f:2.3,5.6|. Procedure: To 3-(3-methoxypyridin-4-yl)-5-[2-(quinolin-2-yl)ethyl]thieno[3,2-c]pyridin-4(5H)-one (50.0 mg, 0.121 mmol) in DCM (20 mL) was added 1M BBr3 in DCM (0.363 mmol, 91 mg). The reaction mixture was stirred for 2 h under nitrogen. The reaction mixture was poured onto water and basified with 1N NaOH, extracted with DCM and dried. The organic phase was concentrated to dryness and the residue was purified by column chromatography (normal phase) on silica using DCM/methanol to give the title compound (13... Starting materials: C(C)(C)(C)OC(=O)N(C=1SC(=CN1)C=1C=C(C=2N(C1)C=C(N2)C(=O)O)C2=CC=CC=C2)C(C)C (6-(2-(tert-butoxycarbonyl(isopropyl)-amino)thiazol-5-yl)-8-phenyl-imidazo[1,2-a]pyridine-2-carboxylic acid). Run in C(=O)(C(F)(F)F)O (TFA). The product is C(C)(C)NC=1SC(=CN1)C=1C=C(C=2N(C1)C=C(N2)C(=O)O)C2=CC=CC=C2 (6-(2-(isopropylamino)thiazol-5-yl)-8-phenylimidazo[1,2-a]pyridine-2-carboxylic acid). The yield is 52.8%. Reaction SMILES: C(OC([N:8]([CH:32]([CH3:34])[CH3:33])[C:9]1[S:10][C:11]([C:14]2[CH:15]=[C:16]([C:26]3[CH:31]=[CH:30][CH:29]=[CH:28][CH:27]=3)[C:17]3[N:18]([CH:20]=[C:21]([C:23]([OH:25])=[O:24])[N:22]=3)[CH:19]=2)=[CH:12][N:13]=1)=O)(C)(C)C>C(O)(C(F)(F)F)=O>[CH:32]([NH:8][C:9]1[S:10][C:11]([C:14]2[CH:15]=[C:16]([C:26]3[CH:31]=[CH:30][CH:29]=[CH:28][CH:27]=3)[C:17]3[N:18]([CH:20]=[C:21]([C:23]([OH:25])=[O:24])[N:22]=3)[CH:19]=2)=[CH:12][N:13]=1)([CH3:34])[CH3:33]. Reported procedure: A solution of 6-(2-(tert-butoxycarbonyl(isopropyl)-amino)thiazol-5-yl)-8-phenyl-imidazo[1,2-a]pyridine-2-carboxylic acid (100 mg, 0.2 mmol) in 3 ml of TFA was stirred at room temperature for 2 hours. The solvent was removed under vacuum and the residue purified by HPLC to give 40 mg of 6-(2-(isopropylamino)thiazol-5-yl)-8-phenylimidazo[1,2-a]pyridine-2-carboxylic acid. LCMS (Conditions C): 2.27 min (RT); (M+H)+=379.34 (100%). 1H NMR, 400 MHz, DMSO: δ 8.64 (s, 1 H), 8.52 (s, 1 H), 8.13 (d, J=7.3 ... RXN SMILES: [Br:25][CH2:26][CH:27]=[CH:28][c:29]1[cH:30][s:31][cH:32][cH:33]1.[CH2:3]([CH3:4])[N:5]([CH2:6][CH:7]=[CH:8][C:9]#[C:10][C:11]([CH3:12])([CH3:13])[O:14][CH3:15])[CH2:16][c:17]1[n:18][cH:19][cH:20][c:21]([CH2:23][OH:24])[cH:22]1.[CH2:40]([O:41][CH2:42][CH3:43])[CH3:44].[H-:1].[Na+:2].[O:35]1[CH2:36][CH2:37][CH2:38][CH2:39]1.[OH2:34]>>[CH2:3]([CH3:4])[N:5]([CH2:6][CH:7]=[CH:8][C:9]#[C:10][C:11]([CH3:12])([CH3:13])[O:14][CH3:15])[CH2:16][c:17]1[n:18][cH:19][cH:20][c:21]([CH2:23][O:24][CH2:26][CH:27]=[CH:28][c:29]2[cH:30][s:31][cH:32][cH:33]2)[cH:22]1. Starting materials: BrCC=Cc1ccsc1, CCN(CC=CC#CC(C)(C)OC)Cc1cc(CO)ccn1, CCOCC, [H-], [Na+], C1CCOC1, O. Yields the product CCN(CC=CC#CC(C)(C)OC)Cc1cc(COCC=Cc2ccsc2)ccn1. The reactants are CC(=O)OC1OC(C)C(OC(C)=O)C1OC(C)=O, CC#N, [Cl-], C[Si](C)(C)Cl, Nc1nc(=O)[nH]cc1F, [I-], [Na+], [Na+]. The product is CC(=O)OC1C(C)OC(n2cc(F)c(N)nc2=O)C1OC(C)=O. As a reaction SMILES: [C:10]([O:11][CH:14]1[CH:15]([O:16][C:17]([CH3:18])=[O:19])[CH:20]([O:21][C:22]([CH3:23])=[O:24])[CH:25]([CH3:27])[O:26]1)(=[O:12])[CH3:13].[CH3:37][C:38]#[N:39].[Cl-:9].[Cl:3][Si:4]([CH3:5])([CH3:6])[CH3:7].[F:28][c:29]1[c:30]([NH2:36])[n:31][c:32](=[O:35])[nH:33][cH:34]1.[I-:2].[Na+:1].[Na+:8]>>[CH:14]1([n:33]2[c:32](=[O:35])[n:31][c:30]([NH2:36])[c:29]([F:28])[cH:34]2)[CH:15]([O:16][C:17]([CH3:18])=[O:19])[CH:20]([O:21][C:22]([CH3:23])=[O:24])[CH:25]([CH3:27])[O:26]1. Starting materials: ClC1=CC2=C(OC3=C(CN2C(=O)C2=C(C(=O)O)C=CC=C2)C=CC=C3)C=C1 (2-[(8-chlorodibenz[b,f][1,4]oxazepin-10(11H)-yl)carbonyl]benzoic acid), 1-methyl morpholine, C(C(C)C)OC(=O)Cl (isobutylchloroformate), NCC1=CC=NC=C1 (4-(aminomethyl)pyridine). Run in C(Cl)Cl (CH2Cl2). Reaction conditions: time 30 minute. Yields the product Cl.ClC1=CC2=C(OC3=C(CN2C(=O)C2=C(C(=O)NCC4=CC=NC=C4)C=CC=C2)C=CC=C3)C=C1 (2-[(8-chlorodibenz[b,f][1,4]oxazepin-10(11H)-yl)carbonyl]-N-(4-pyridinylmethyl)benzamide, hydrochloride). Reaction SMILES: [Cl:1][C:2]1[CH:27]=[CH:26][C:5]2[O:6][C:7]3[CH:25]=[CH:24][CH:23]=[CH:22][C:8]=3[CH2:9][N:10]([C:11]([C:13]3[CH:21]=[CH:20][CH:19]=[CH:18][C:14]=3[C:15](O)=[O:16])=[O:12])[C:4]=2[CH:3]=1.C(OC(Cl)=O)C(C)C.[NH2:36][CH2:37][C:38]1[CH:43]=[CH:42][N:41]=[CH:40][CH:39]=1>C(Cl)Cl>[ClH:1].[Cl:1][C:2]1[CH:27]=[CH:26][C:5]2[O:6][C:7]3[CH:25]=[CH:24][CH:23]=[CH:22][C:8]=3[CH2:9][N:10]([C:11]([C:13]3[CH:21]=[CH:20][CH:19]=[CH:18][C:14]=3[C:15]([NH:36][CH2:37][C:38]3[CH:43]=[CH:42][N:41]=[CH:40][CH:39]=3)=[O:16])=[O:12])[C:4]=2[CH:3]=1 |f:4.5|. Procedure details: To a stirred solution of the title product of Example 11 (0.55 g) in CH2Cl2 (10 mL) at 0° C. was added 1-methyl morpholine (0.168 mL) and isobutylchloroformate (0.199 mL) successively. After 30 minutes, 4-(aminomethyl)pyridine (0.156 mL) was added. The mixture was allowed to warm to ambient temperature for hours. The mixture was extracted with ethyl acetate and water. The organic extract was dried over MgSO4 and concentrated. The residue was purified by chromatography over silica gel using ethyl...